Dataset: the Open Reaction Database (ORD), a public repository of structured organic reaction records. Task: describe an organic reaction: reactants, conditions, products, and yield Starting materials: BrC1=CC=C(C=C1)C1=CC(=NC(=C1)C1=NC=CC=C1)C1=NC(=CC=C1)N1C2=C(C=3C=CC=CC13)C=NC=C2 (4′-(4-bromophenyl)-6-(5H-pyrido[4,3-b]indol-5-yl)-[2,2′;6′,2″]terpyridine), C1=C(C=CC2=CC=CC=C12)B(O)O (2-naphthaleneboronic acid), C([O-])([O-])=O.[K+].[K+] (potassium carbonate), C1(=CC=CC=C1)C (toluene). The reagents and catalysts are C=1C=CC(=CC1)[P](C=2C=CC=CC2)(C=3C=CC=CC3)[Pd]([P](C=4C=CC=CC4)(C=5C=CC=CC5)C=6C=CC=CC6)([P](C=7C=CC=CC7)(C=8C=CC=CC8)C=9C=CC=CC9)[P](C=1C=CC=CC1)(C=1C=CC=CC1)C=1C=CC=CC1 (tetrakis(triphenylphosphine)palladium). The solvent is C(Cl)(Cl)Cl (chloroform), C(C)O (ethanol). Conditions: time 6 hour. Yields the product C1=C(C=CC2=CC=CC=C12)C1=CC=C(C=C1)C1=CC(=NC(=C1)C1=NC=CC=C1)C1=NC(=CC=C1)N1C2=C(C=3C=CC=CC13)C=NC=C2 (4′-(4-naphthalen-2-yl-phenyl)-6-(5H-pyrido[4,3-b]indol-5-yl)-[2,2′;6′,2″]terpyridine). Isolated yield 71.5%. Reaction SMILES: Br[C:2]1[CH:7]=[CH:6][C:5]([C:8]2[CH:13]=[C:12]([C:14]3[CH:19]=[CH:18][CH:17]=[CH:16][N:15]=3)[N:11]=[C:10]([C:20]3[CH:25]=[CH:24][CH:23]=[C:22]([N:26]4[C:34]5[CH:33]=[CH:32][CH:31]=[CH:30][C:29]=5[C:28]5[CH:35]=[N:36][CH:37]=[CH:38][C:27]4=5)[N:21]=3)[CH:9]=2)=[CH:4][CH:3]=1.[CH:39]1[C:48]2[C:43](=[CH:44][CH:45]=[CH:46][CH:47]=2)[CH:42]=[CH:41][C:40]=1B(O)O.C(=O)([O-])[O-].[K+].[K+].C1(C)C=CC=CC=1>C(Cl)(Cl)Cl.C1C=CC([P]([Pd]([P](C2C=CC=CC=2)(C2C=CC=CC=2)C2C=CC=CC=2)([P](C2C=CC=CC=2)(C2C=CC=CC=2)C2C=CC=CC=2)[P](C2C=CC=CC=2)(C2C=CC=CC=2)C2C=CC=CC=2)(C2C=CC=CC=2)C2C=CC=CC=2)=CC=1.C(O)C>[CH:47]1[C:48]2[C:43](=[CH:42][CH:41]=[CH:40][CH:39]=2)[CH:44]=[CH:45][C:46]=1[C:2]1[CH:7]=[CH:6][C:5]([C:8]2[CH:13]=[C:12]([C:14]3[CH:19]=[CH:18][CH:17]=[CH:16][N:15]=3)[N:11]=[C:10]([C:20]3[CH:25]=[CH:24][CH:23]=[C:22]([N:26]4[C:34]5[CH:33]=[CH:32][CH:31]=[CH:30][C:29]=5[C:28]5[CH:35]=[N:36][CH:37]=[CH:38][C:27]4=5)[N:21]=3)[CH:9]=2)=[CH:4][CH:3]=1 |f:2.3.4,^1:72,74,93,112|. Reported procedure: To 4.6 g of the 4′-(4-bromophenyl)-6-(5H-pyrido[4,3-b]indol-5-yl)-[2,2′;6′,2″]terpyridine obtained in Example 4 were added 1.4 g of 2-naphthaleneboronic acid, 0.5 g of tetrakis(triphenylphosphine)palladium, 21 mL of a 2 M aqueous potassium carbonate solution, 72 mL of toluene, and 18 mL of ethanol, followed by heating with reflux while stirring for 6 hours. After cooling to room temperature, a precipitate was collected by filtration. To the precipitate, 200 mL of o-dichlorobenzene was added and ... The reactants are ClC=1C=C(C=CC1)C(=O)OO (3-chlorobenzenecarboperoxoic acid), C1(CC1)C1=C(C(=NN1CC1=C(C=C(C=C1F)OCC)F)C1=NC=C(C(=N1)NC1=CC=NC=C1)OCCSC)C (2-[5-cyclopropyl-1-(4-ethoxy-2,6-difluorobenzyl)-4-methyl-1H-pyrazol-3-yl]-5-[2-(methylsulfanyl)ethoxy]-N-(pyridin-4-yl)pyrimidin-4-amine), S(=S)(=O)([O-])[O-].[Na+].[Na+] (sodium thiosulfate). Run in C(Cl)Cl (DCM), C(Cl)(Cl)Cl (chloroform). Run at temperature 0 celsius, time 5 minute. Product: C1(CC1)C1=C(C(=NN1CC1=C(C=C(C=C1F)OCC)F)C1=NC=C(C(=N1)NC1=CC=NC=C1)OCCS(=O)C)C (2-[5-cyclopropyl-1-(4-ethoxy-2,6-difluorobenzyl)-4-methyl-1H-pyrazol-3-yl]-5-[2-(methylsulfinyl)ethoxy]-N-(pyridin-4-yl)pyrimidin-4-amine). Reaction SMILES: [CH:1]1([C:4]2[N:8]([CH2:9][C:10]3[C:15]([F:16])=[CH:14][C:13]([O:17][CH2:18][CH3:19])=[CH:12][C:11]=3[F:20])[N:7]=[C:6]([C:21]3[N:26]=[C:25]([NH:27][C:28]4[CH:33]=[CH:32][N:31]=[CH:30][CH:29]=4)[C:24]([O:34][CH2:35][CH2:36][S:37][CH3:38])=[CH:23][N:22]=3)[C:5]=2[CH3:39])[CH2:3][CH2:2]1.ClC1C=C(C(OO)=[O:48])C=CC=1.S([O-])([O-])(=O)=S.[Na+].[Na+]>C(Cl)(Cl)Cl.C(Cl)Cl>[CH:1]1([C:4]2[N:8]([CH2:9][C:10]3[C:15]([F:16])=[CH:14][C:13]([O:17][CH2:18][CH3:19])=[CH:12][C:11]=3[F:20])[N:7]=[C:6]([C:21]3[N:26]=[C:25]([NH:27][C:28]4[CH:29]=[CH:30][N:31]=[CH:32][CH:33]=4)[C:24]([O:34][CH2:35][CH2:36][S:37]([CH3:38])=[O:48])=[CH:23][N:22]=3)[C:5]=2[CH3:39])[CH2:3][CH2:2]1 |f:2.3.4|. Reported procedure: 180 mg 2-[5-cyclopropyl-1-(4-ethoxy-2,6-difluorobenzyl)-4-methyl-1H-pyrazol-3-yl]-5-[2-(methylsulfanyl)ethoxy]-N-(pyridin-4-yl)pyrimidin-4-amine (0.326 mmol, 1.0 eq.) were dissolved in 1.7 mL chloroform and cooled to 0° C. 80.3 mg 3-chlorobenzenecarboperoxoic acid and the reaction mixture was stirred at 0° C. for 30 minutes. The reaction mixture was diluted with DCM and a solution of sodium thiosulfate (10% in water) was added and stirred for 5 minutes. The layers were separated and the aqueous ...